This data is from the Open Reaction Database (ORD), a public repository of structured organic reaction records. The task is: describe an organic reaction: reactants, conditions, products, and yield Reaction conditions: time 48 hour. RXN SMILES: Br[CH2:2][C:3]([C:5]1[CH:10]=[CH:9][C:8]([I:11])=[CH:7][CH:6]=1)=[O:4].[CH3:12][C:13]1[N:14]=[CH:15][NH:16][CH:17]=1>C(#N)C>[I:11][C:8]1[CH:9]=[CH:10][C:5]([C:3](=[O:4])[CH2:2][N:16]2[CH:17]=[C:13]([CH3:12])[N:14]=[CH:15]2)=[CH:6][CH:7]=1. Procedure details: To 2.50 g (7.69 mmol) 2-bromo-1-(4-iodo-phenyl)-ethanone in 30 mL ACN are added 1.90 g (23.1 mmol) 4-methylimidazole and the mixture is stirred at rt for 48 h. After that time, the solvent is evaporated and the residue is taken up in EtOAc. The mixture is washed with water and brine (2×) and the organic layer is dried over magnesium sulphate. The solvent is evaporated and the residue is recrystallized from diethyl ether to yield the desired product. The solvent is C(C)#N (ACN). Starting materials: BrCC(=O)C1=CC=C(C=C1)I (2-bromo-1-(4-iodo-phenyl)-ethanone), CC=1N=CNC1 (4-methylimidazole). Yields the product IC1=CC=C(C=C1)C(CN1C=NC(=C1)C)=O (1-(4-Iodo-phenyl)-2-(4-methyl-imidazol-1-yl)-ethanone). Starting materials: CSc1nc2c(OCc3ccccc3)cccc2n1CCCO, CN(C)C=O, [H-], [Na+], O. Yields the product c1ccc(COc2cccc3c2nc2n3CCCO2)cc1. RXN SMILES: [CH2:1]([c:2]1[cH:3][cH:4][cH:5][cH:6][cH:7]1)[O:8][c:9]1[cH:10][cH:11][cH:12][c:13]2[n:14]([CH2:20][CH2:21][CH2:22][OH:23])[c:15]([S:18][CH3:19])[n:16][c:17]12.[CH3:27][N:28]([CH3:29])[CH:30]=[O:31].[H-:24].[Na+:25].[OH2:26]>>[CH2:1]([c:2]1[cH:3][cH:4][cH:5][cH:6][cH:7]1)[O:8][c:9]1[cH:10][cH:11][cH:12][c:13]2[n:14]3[c:15]([n:16][c:17]12)[O:23][CH2:22][CH2:21][CH2:20]3. Starting materials: N#CCBr, CN(C)C=O, O=C1OC(Cn2ccnn2)CN1c1ccc(-c2c[nH]nn2)c(F)c1, [H-], [Na+], O. Yields the product N#CCn1cc(-c2ccc(N3CC(Cn4ccnn4)OC3=O)cc2F)nn1. As a reaction SMILES: [Br:27][CH2:28][C:29]#[N:30].[CH3:31][N:32]([CH3:33])[CH:34]=[O:35].[F:1][c:2]1[cH:3][c:4]([N:13]2[C:14](=[O:24])[O:15][CH:16]([CH2:18][n:19]3[n:20][n:21][cH:22][cH:23]3)[CH2:17]2)[cH:5][cH:6][c:7]1-[c:8]1[n:9][n:10][nH:11][cH:12]1.[H-:25].[Na+:26].[OH2:36]>>[F:1][c:2]1[cH:3][c:4]([N:13]2[C:14](=[O:24])[O:15][CH:16]([CH2:18][n:19]3[n:20][n:21][cH:22][cH:23]3)[CH2:17]2)[cH:5][cH:6][c:7]1-[c:8]1[n:9][n:10][n:11]([CH2:28][C:29]#[N:30])[cH:12]1. The reactants are OC(C(CO)NC(C)=O)C1=CC=C(C=C1)[N+](=O)[O-] (N-[2-hydroxy-1-(hydroxymethyl)-2-(4-nitrophenyl)ethyl] acetamide). Product: OC(C(CO)NC(C)=O)C1=CC=C(C=C1)N (N-[2-hydroxy-1-(hydroxymethyl)-2-(4-aminophenyl)ethyl] acetamide). Procedure details: In a clean, round bottom flask N-[2-hydroxy-1-(hydroxymethyl)-2-(4-nitrophenyl)ethyl] acetamide (1.27 g 5 mmoles) was dissolved in methanol (50 ml). The flask was then fitted with a suitable adaptor and coupled to an hydrogenation apparatus. The atmosphere in the flask was then replaced with nitrogen. The adaptor was then removed and 10% palladium on carbon catalyst (466 mg) was added to the flask. The adaptor was replaced and the hydrogenation apparatus manipulated to replace the atmosphere in ... As a reaction SMILES: [OH:1][CH:2]([C:10]1[CH:15]=[CH:14][C:13]([N+:16]([O-])=O)=[CH:12][CH:11]=1)[CH:3]([NH:6][C:7](=[O:9])[CH3:8])[CH2:4][OH:5]>CO>[OH:1][CH:2]([C:10]1[CH:11]=[CH:12][C:13]([NH2:16])=[CH:14][CH:15]=1)[CH:3]([NH:6][C:7](=[O:9])[CH3:8])[CH2:4][OH:5]. Run at time 8 hour. The solvent is CO (methanol). Starting materials: CCOC(=O)C(F)(F)Br, CCOCC, Oc1ccc(F)cc1, [H-], [Na+]. Yields the product CCOC(=O)C(F)(F)Oc1ccc(F)cc1. RXN SMILES: [CH2:11]([CH3:12])[O:13][C:14]([C:15]([F:16])([F:17])[Br:18])=[O:19].[CH2:20]([O:21][CH2:22][CH3:23])[CH3:24].[F:3][c:4]1[cH:5][cH:6][c:7]([OH:10])[cH:8][cH:9]1.[H-:2].[Na+:1]>>[F:3][c:4]1[cH:5][cH:6][c:7]([O:10][C:15]([C:14]([O:13][CH2:11][CH3:12])=[O:19])([F:16])[F:17])[cH:8][cH:9]1. The reactants are N1CCS(CC1)(=O)=O (thiomorpholine 1,1-dioxide), N1=CC=CC=C1 (pyridine), ClC(=O)OC(C)Cl (1-chloroethyl chloroformate). Run in C(Cl)Cl (methylene chloride). Product: ClC(C)OC(=O)N1CCS(CC1)(=O)=O (1,1-dioxo-thiomorpholine-4-carboxylic acid 1-chloro-ethyl ester). Reaction SMILES: Cl[C:2]([O:4][CH:5]([Cl:7])[CH3:6])=[O:3].[NH:8]1[CH2:13][CH2:12][S:11](=[O:15])(=[O:14])[CH2:10][CH2:9]1.N1C=CC=CC=1>C(Cl)Cl>[Cl:7][CH:5]([O:4][C:2]([N:8]1[CH2:13][CH2:12][S:11](=[O:15])(=[O:14])[CH2:10][CH2:9]1)=[O:3])[CH3:6]. Procedure: In a manner similar to the method described in Example 3, 1-chloroethyl chloroformate (Oakwood, 1.32 g, 1 mL, 9.27 mmol) was reacted with thiomorpholine 1,1-dioxide (1.1638 g, 8.61 mmol) and pyridine (783 mg, 801 μl, 9.9 mmol) in methylene chloride (15 mL) at room temperature for 3 h to give 1,1-dioxo-thiomorpholine-4-carboxylic acid 1-chloro-ethyl ester. A portion of 1,1-dioxo-thiomorpholine-4-carboxylic acid 1-chloro-ethyl ester (577 mg, 1.614 mmol) was then reacted with chiral 4-((2R,3S,4R,5S... Starting materials: COC(=O)C(CC(C)C)Nc1noc(C)c1Br, CO, Cl, [Li+], [OH-], O. The product is Cc1onc(NC(CC(C)C)C(=O)O)c1Br. RXN SMILES: [Br:3][c:4]1[c:5]([NH:10][CH:11]([CH2:12][CH:13]([CH3:14])[CH3:15])[C:16](=[O:17])[O:18][CH3:19])[n:6][o:7][c:8]1[CH3:9].[CH3:1][OH:2].[ClH:22].[Li+:21].[OH-:20].[OH2:23]>>[Br:3][c:4]1[c:5]([NH:10][CH:11]([CH2:12][CH:13]([CH3:14])[CH3:15])[C:16](=[O:17])[OH:18])[n:6][o:7][c:8]1[CH3:9]. Reactants: [OH-].[Na+] (NaOH), NC=1C(=NC(=CN1)C1CCC2(OCCO2)CC1)C1=CC(=C(C(=O)OC(C)(C)C)C=C1)F (tert-butyl 4-(3-amino-6-(1,4-dioxaspiro[4.5]decan-8-yl)pyrazin-2-yl)-2-fluorobenzoate), C(C)#N (acetonitrile), Cl (HCl). Solvent: O (water). Run at temperature 25 celsius, time 30 minute. The product is NC=1C(=NC(=CN1)C1CCC(CC1)=O)C1=CC(=C(C(=O)OC(C)(C)C)C=C1)F (tert-butyl 4-(3-amino-6-(4-oxocyclohexyl)pyrazin-2-yl)-2-fluorobenzoate). Yield: 93.1%. As a reaction SMILES: [NH2:1][C:2]1[C:3]([C:18]2[CH:30]=[CH:29][C:21]([C:22]([O:24][C:25]([CH3:28])([CH3:27])[CH3:26])=[O:23])=[C:20]([F:31])[CH:19]=2)=[N:4][C:5]([CH:8]2[CH2:17][CH2:16][C:11]3(OCC[O:12]3)[CH2:10][CH2:9]2)=[CH:6][N:7]=1.C(#N)C.Cl.[OH-].[Na+]>O>[NH2:1][C:2]1[C:3]([C:18]2[CH:30]=[CH:29][C:21]([C:22]([O:24][C:25]([CH3:27])([CH3:28])[CH3:26])=[O:23])=[C:20]([F:31])[CH:19]=2)=[N:4][C:5]([CH:8]2[CH2:17][CH2:16][C:11](=[O:12])[CH2:10][CH2:9]2)=[CH:6][N:7]=1 |f:3.4|. Reported procedure: To tert-butyl 4-(3-amino-6-(1,4-dioxaspiro[4.5]decan-8-yl)pyrazin-2-yl)-2-fluorobenzoate (14.34 g, 33.4 mmol) were added acetonitrile (250 mL), water (160 mL) and then 3 M aqueous solutionueous HCl (55.6 mL, 167 mmol). The reaction mixture was stirred at 25° C. for 30 min which was monitored by LCMS. The mixture was basified with 2 M NaOH aqueous solution under stirring to pH 9. Light yellow solid was precipitated out. Acetonitrile was removed under reduced pressure at room temperature. The soli... Reactants: C[O-], COC(C)(C)C, CO, Cc1ccc(S(=O)(=O)N(Cc2ccccc2)N=O)cc1, [Na+]. The product is [N-]=[N+]=Cc1ccccc1. As a reaction SMILES: [CH3:21][O-:22].[CH3:24][O:25][C:26]([CH3:27])([CH3:28])[CH3:29].[CH3:30][OH:31].[N:1]([N:3]([S:2]([c:4]1[cH:5][cH:6][c:7]([CH3:8])[cH:9][cH:10]1)(=[O:11])=[O:12])[CH2:14][c:15]1[cH:16][cH:17][cH:18][cH:19][cH:20]1)=[O:13].[Na+:23]>>[N-:1]=[N+:3]=[CH:14][c:15]1[cH:16][cH:17][cH:18][cH:19][cH:20]1.